From a dataset of the Open Reaction Database (ORD), a public repository of structured organic reaction records. describe an organic reaction: reactants, conditions, products, and yield Starting materials: C(C=C)OC1=C(C=C(C=C1C)Br)C (2-allyloxy-5-bromo-1,3-dimethyl-benzene), [Li]CCCC (n-BuLi), COC(OC)=O (dimethylcarbonate). Run in C1CCOC1 (THF), C1CCOC1 (THF). Run at time 30 minute. Product: C(C=C)OC1=C(C=C(C(=O)O)C=C1C)C (4-allyloxy-3,5-dimethyl-benzoic acid). RXN SMILES: [CH2:1]([O:4][C:5]1[C:10]([CH3:11])=[CH:9][C:8](Br)=[CH:7][C:6]=1[CH3:13])[CH:2]=[CH2:3].[Li]CCCC.C[O:20][C:21](=O)[O:22]C>C1COCC1>[CH2:1]([O:4][C:5]1[C:10]([CH3:11])=[CH:9][C:8]([C:21]([OH:22])=[O:20])=[CH:7][C:6]=1[CH3:13])[CH:2]=[CH2:3]. Procedure: To a solution of 2-allyloxy-5-bromo-1,3-dimethyl-benzene (23.6 g, 98.0 mmol) in THF (150 mL) is added at −75° C. a solution of n-BuLi (90 mL, 1.5 M in diethyl ether). The temperature remains at −75° C. The mixture is stirred for 30 min and then transferred via double-tip canula into a cooled (0° C.) solution of dimethylcarbonate (21.4 g, 238 mmol) in THF (90 mL). The mixture is stirred for 2 h at 0° C., then warmed to rt during 15 h. The solvent of the mixture is evaporated and re-evaporated fro... Starting materials: ester, COC(C1=C(C=CC(=C1)C=1SC=C(N1)C1=CC(=C(C=C1)Cl)Cl)Br)=O (2-bromo-5-[4-(3,4-dichloro-phenyl)-thiazol-2-yl]-benzoic acid methyl ester), COC(C1=C(C=CC(=C1)C=1SC=C(N1)C1=CC(=C(C=C1)Cl)Cl)Br)=O (2-bromo-5-[4-(3,4-dichloro-phenyl)-thiazol-2-yl]-benzoic acid methyl ester), ClC1=C(C=CC(=C1)Cl)B(O)O (2,4-dichlorophenylboronic acid). Product: ClC1=C(C=CC(=C1)Cl)C=1C(=CC(=CC1)C=1SC=C(N1)C1=CC(=C(C=C1)Cl)Cl)C(=O)O (2′,4′-dichloro-4-[4-(3,4-dichloro-phenyl)-thiazol-2-yl]-biphenyl-2-carboxylic acid). The yield is 65.6%. Reaction SMILES: C[O:2][C:3](=[O:24])[C:4]1[CH:9]=[C:8]([C:10]2[S:11][CH:12]=[C:13]([C:15]3[CH:20]=[CH:19][C:18]([Cl:21])=[C:17]([Cl:22])[CH:16]=3)[N:14]=2)[CH:7]=[CH:6][C:5]=1Br.[Cl:25][C:26]1[CH:31]=[C:30]([Cl:32])[CH:29]=[CH:28][C:27]=1B(O)O>>[Cl:25][C:26]1[CH:31]=[C:30]([Cl:32])[CH:29]=[CH:28][C:27]=1[C:5]1[C:4]([C:3]([OH:2])=[O:24])=[CH:9][C:8]([C:10]2[S:11][CH:12]=[C:13]([C:15]3[CH:20]=[CH:19][C:18]([Cl:21])=[C:17]([Cl:22])[CH:16]=3)[N:14]=2)=[CH:7][CH:6]=1. Procedure details: Using the conditions of General Procedure B for Suzuki Coupling and Hydrolysis in Parallel Mode, 2-bromo-5-[4-(3,4-dichloro-phenyl)-thiazol-2-yl]-benzoic acid methyl ester (which may be prepared as described for Intermediate 6; 89 mg, 0.2 mmol) was reacted with 2,4-dichlorophenylboronic acid (available from Combi-Blocks Inc.; 76 mg, 0.4 mmol). The resulting ester was hydrolyzed and the acid was purified to give 2′,4′-dichloro-4-[4-(3,4-dichloro-phenyl)-thiazol-2-yl]-biphenyl-2-carboxylic acid (6... Procedure details: The same procedure as in Example 22 is repeated except that 2-chloronitrobenzene is used in place of 2,4-dichloronitrobenzene and that (21) is used in place of (20) to obtain (25) in the form of orange oil. Yields the product COC([C@@H](N(C1=C(C=CC=C1)[N+](=O)[O-])CCCOC)C)=O (N-(3-methoxypropyl)-N-(2-nitrophenyl)alanine methyl ester). Reactants: ClC1=C(C=CC=C1)[N+](=O)[O-] (2-chloronitrobenzene), C(C)OC([C@@H](NCCCOC)C)=O (N-(3-methoxypropyl)alanine ethyl ester). As a reaction SMILES: Cl[C:2]1[CH:7]=[CH:6][CH:5]=[CH:4][C:3]=1[N+:8]([O-:10])=[O:9].[CH2:11]([O:13][C:14](=[O:23])[C@H:15]([CH3:22])[NH:16][CH2:17][CH2:18][CH2:19][O:20][CH3:21])C>>[CH3:11][O:13][C:14](=[O:23])[C@H:15]([CH3:22])[N:16]([CH2:17][CH2:18][CH2:19][O:20][CH3:21])[C:2]1[CH:7]=[CH:6][CH:5]=[CH:4][C:3]=1[N+:8]([O-:10])=[O:9].